describe an organic reaction: reactants, conditions, products, and yield From a dataset of the Open Reaction Database (ORD), a public repository of structured organic reaction records. The reactants are O=C([O-])[O-], CCOC(=O)CP(=O)(OCC)OCC, CCO, Cc1ccc(OCC(=O)N2CC(C)N(Cc3ccc(F)cc3)CC2C)c(C=O)n1, [K+], [K+]. Yields the product CCOC(=O)C=Cc1nc(C)ccc1OCC(=O)N1CC(C)N(Cc2ccc(F)cc2)CC1C. Reaction SMILES: [C:44](=[O:45])([O-:46])[O-:47].[CH3:30][CH2:31][O:32][C:33](=[O:34])[CH2:35][P:36]([O:37][CH2:38][CH3:39])([O:40][CH2:41][CH3:42])=[O:43].[CH3:50][CH2:51][OH:52].[F:1][c:2]1[cH:3][cH:4][c:5]([CH2:6][N:7]2[CH2:8][CH:9]([CH3:27])[N:10]([C:14]([CH2:15][O:16][c:17]3[c:18]([CH:24]=[O:25])[n:19][c:20]([CH3:23])[cH:21][cH:22]3)=[O:26])[CH2:11][CH:12]2[CH3:13])[cH:28][cH:29]1.[K+:48].[K+:49]>>[F:1][c:2]1[cH:3][cH:4][c:5]([CH2:6][N:7]2[CH2:8][CH:9]([CH3:27])[N:10]([C:14]([CH2:15][O:16][c:17]3[c:18]([CH:24]=[CH:35][C:33]([O:32][CH2:31][CH3:30])=[O:34])[n:19][c:20]([CH3:23])[cH:21][cH:22]3)=[O:26])[CH2:11][CH:12]2[CH3:13])[cH:28][cH:29]1. Reactants: CCc1nc2cnc3ccc(OCc4ccccc4)cc3c2n1C, ClC(Cl)Cl, O=C(OO)c1cccc(Cl)c1. Product: CCc1nc2c[n+]([O-])c3ccc(OCc4ccccc4)cc3c2n1C. As a reaction SMILES: [CH2:12]([c:13]1[cH:14][cH:15][cH:16][cH:17][cH:18]1)[O:19][c:20]1[cH:21][c:22]2[c:23]3[c:24]([cH:25][n:26][c:27]2[cH:28][cH:29]1)[n:30][c:31]([CH2:34][CH3:35])[n:32]3[CH3:33].[CH:36]([Cl:37])([Cl:38])[Cl:39].[OH:1][O:2][C:3]([c:4]1[cH:5][c:6]([Cl:7])[cH:8][cH:9][cH:10]1)=[O:11]>>[O-:1][n+:26]1[cH:25][c:24]2[c:23]([c:22]3[cH:21][c:20]([O:19][CH2:12][c:13]4[cH:14][cH:15][cH:16][cH:17][cH:18]4)[cH:29][cH:28][c:27]31)[n:32]([CH3:33])[c:31]([CH2:34][CH3:35])[n:30]2. Starting materials: COC(=O)C(COC(C)CO[Si](C)(C)C(C)(C)C)Oc1ncnc2c1cnn2-c1ncccc1Cl, O=C([O-])C(O)C(O)C(=O)[O-], C[Al](C)C, Cc1ccccc1, CCOC(C)=O, Nc1ccc(Cl)cn1, [K+], [Na+]. The product is CC(CO[Si](C)(C)C(C)(C)C)OCC(Oc1ncnc2c1cnn2-c1ncccc1Cl)C(=O)Nc1ccc(Cl)cn1. Reaction SMILES: [C:13]([CH3:14])([CH3:15])([CH3:16])[Si:17]([O:18][CH2:19][CH:20]([CH3:21])[O:22][CH2:23][CH:24]([C:25](=[O:26])[O:27][CH3:28])[O:29][c:30]1[c:31]2[c:32]([n:33][cH:34][n:35]1)[n:36](-[c:39]1[n:40][cH:41][cH:42][cH:43][c:44]1[Cl:45])[n:37][cH:38]2)([CH3:46])[CH3:47].[C:48]([CH:49]([CH:50]([C:51]([O-:52])=[O:53])[OH:54])[OH:55])([O-:56])=[O:57].[CH3:1][Al:2]([CH3:3])[CH3:4].[CH3:60][c:61]1[cH:62][cH:63][cH:64][cH:65][cH:66]1.[CH3:67][CH2:68][O:69][C:70]([CH3:71])=[O:72].[Cl:5][c:6]1[cH:7][cH:8][c:9]([NH2:12])[n:10][cH:11]1.[K+:58].[Na+:59]>>[Cl:5][c:6]1[cH:7][cH:8][c:9]([NH:12][C:25]([CH:24]([CH2:23][O:22][CH:20]([CH2:19][O:18][Si:17]([C:13]([CH3:14])([CH3:15])[CH3:16])([CH3:46])[CH3:47])[CH3:21])[O:29][c:30]2[c:31]3[c:32]([n:33][cH:34][n:35]2)[n:36](-[c:39]2[n:40][cH:41][cH:42][cH:43][c:44]2[Cl:45])[n:37][cH:38]3)=[O:26])[n:10][cH:11]1. Reactants: NC1=C(N=NN1CC1=CC=CC=C1)C(N)=O (5-amino-1-benzyl-4-carbamoyl-1,2,3-triazole), P(=O)(Cl)(Cl)Cl (phosphorus oxychloride), Cl (hydrochloric acid). Run in CN(C=O)C (dimethylformamide). Run at time 15 minute. Yields the product NC1=C(N=NN1CC1=CC=CC=C1)C#N (5-amino-1-benzyl-4-cyano-1,2,3-triazole). Reaction SMILES: [NH2:1][C:2]1[N:6]([CH2:7][C:8]2[CH:13]=[CH:12][CH:11]=[CH:10][CH:9]=2)[N:5]=[N:4][C:3]=1[C:14](=O)[NH2:15].P(Cl)(Cl)(Cl)=O.Cl>CN(C)C=O>[NH2:1][C:2]1[N:6]([CH2:7][C:8]2[CH:13]=[CH:12][CH:11]=[CH:10][CH:9]=2)[N:5]=[N:4][C:3]=1[C:14]#[N:15]. Procedure: 11 Parts of the 5-amino-1-benzyl-4-carbamoyl-1,2,3-triazole obtained are suspended in 50 parts dimethylformamide. At 0°, 15.3 parts phosphorus oxychloride are added dropwise thereto and the mixture is stirred for 15 minutes at room temperature and 15 minutes at 80°. After cooling to 25°, 50 parts 1 N hydrochloric acid are added thereto and the whole is heated to 100° for approximately 5 minutes. On cooling to room temperature the desired product precipitates which is then filtered and dried. Starting materials: IC1=C2C(=NC=C1)N(N=C2C(F)(F)F)C(C2=CC=CC=C2)(C2=CC=CC=C2)C2=CC=CC=C2 (4-iodo-3-(trifluoromethyl)-1-trityl-pyrazolo[3,4-b]pyridine), O (water), CC1(OB(OC1(C)C)C=1C=C(C=CC1)C1(COC1)CNC(OC(C)(C)C)=O)C (tert-Butyl N-[[3-[3-(4,4,5,5-tetramethyl-1,3,2-dioxaborolan-2-yl)phenyl]oxetan-3-yl]methyl]carbamate), C([O-])([O-])=O.[Na+].[Na+] (sodium carbonate). The reagents and catalysts are CC(C)([P](C(C)(C)C)([Pd][P](C(C)(C)C)(C(C)(C)C)C(C)(C)C)C(C)(C)C)C (Pd[P(tBu)3]2). Run in C(C)(=O)OCC (ethyl acetate), O1CCOCC1 (dioxane). Reaction conditions: temperature 60 celsius. Product: FC(C1=NN(C2=NC=CC(=C21)C=2C=C(C=CC2)C2(COC2)CNC(OC(C)(C)C)=O)C(C2=CC=CC=C2)(C2=CC=CC=C2)C2=CC=CC=C2)(F)F (tert-butyl N-[[3-[3-[3-(trifluoromethyl)-1-trityl-pyrazolo[3,4-b]pyridin-4-yl]phenyl]oxetan-3-yl]methyl]carbamate). The yield is 50.3%. Reaction SMILES: CC1(C)C(C)(C)OB([C:9]2[CH:10]=[C:11]([C:15]3([CH2:19][NH:20][C:21](=[O:27])[O:22][C:23]([CH3:26])([CH3:25])[CH3:24])[CH2:18][O:17][CH2:16]3)[CH:12]=[CH:13][CH:14]=2)O1.I[C:30]1[CH:35]=[CH:34][N:33]=[C:32]2[N:36]([C:43]([C:56]3[CH:61]=[CH:60][CH:59]=[CH:58][CH:57]=3)([C:50]3[CH:55]=[CH:54][CH:53]=[CH:52][CH:51]=3)[C:44]3[CH:49]=[CH:48][CH:47]=[CH:46][CH:45]=3)[N:37]=[C:38]([C:39]([F:42])([F:41])[F:40])[C:31]=12.C(=O)([O-])[O-].[Na+].[Na+].O>O1CCOCC1.CC(C)([P](C(C)(C)C)([Pd][P](C(C)(C)C)(C(C)(C)C)C(C)(C)C)C(C)(C)C)C.C(OCC)(=O)C>[F:40][C:39]([F:42])([F:41])[C:38]1[C:31]2[C:32](=[N:33][CH:34]=[CH:35][C:30]=2[C:9]2[CH:10]=[C:11]([C:15]3([CH2:19][NH:20][C:21](=[O:27])[O:22][C:23]([CH3:25])([CH3:24])[CH3:26])[CH2:16][O:17][CH2:18]3)[CH:12]=[CH:13][CH:14]=2)[N:36]([C:43]([C:56]2[CH:61]=[CH:60][CH:59]=[CH:58][CH:57]=2)([C:50]2[CH:55]=[CH:54][CH:53]=[CH:52][CH:51]=2)[C:44]2[CH:49]=[CH:48][CH:47]=[CH:46][CH:45]=2)[N:37]=1 |f:2.3.4,^1:77,83|. Procedure details: tert-Butyl N-[[3-[3-(4,4,5,5-tetramethyl-1,3,2-dioxaborolan-2-yl)phenyl]oxetan-3-yl]methyl]carbamate (65 mg, 0.1670 mmol) was dissolved in dioxane (3 mL) and 4-iodo-3-(trifluoromethyl)-1-trityl-pyrazolo[3,4-b]pyridine (92.74 mg, 0.1670 mmol) was added followed by sodium carbonate (250.5 μL of 2 M, 0.5010 mmol). The reaction was degassed and filled with nitrogen 5 times then Pd[P(tBu)3]2 (12.80 mg, 0.02505 mmol) was added. The reaction was heated at 60° C. overnight. After cooling, water was adde... Starting materials: CC(C)CCON=O, CC#N, BrC(Br)Br, CC(C)CC(CO)Nc1nc(SCc2ccccc2)nc2nc(N)sc12. The product is CC(C)CC(CO)Nc1nc(SCc2ccccc2)nc2nc(Br)sc12. RXN SMILES: [CH2:27]([O:28][N:29]=[O:30])[CH2:31][CH:32]([CH3:33])[CH3:34].[CH3:39][C:40]#[N:41].[CH:35]([Br:36])([Br:37])[Br:38].[NH2:1][c:2]1[s:3][c:4]2[c:5]([n:6][c:7]([S:18][CH2:19][c:20]3[cH:21][cH:22][cH:23][cH:24][cH:25]3)[n:8][c:9]2[NH:10][CH:11]([CH2:12][OH:13])[CH2:14][CH:15]([CH3:16])[CH3:17])[n:26]1>>[c:2]1([Br:36])[s:3][c:4]2[c:5]([n:6][c:7]([S:18][CH2:19][c:20]3[cH:21][cH:22][cH:23][cH:24][cH:25]3)[n:8][c:9]2[NH:10][CH:11]([CH2:12][OH:13])[CH2:14][CH:15]([CH3:16])[CH3:17])[n:26]1.